Dataset: the Open Reaction Database (ORD), a public repository of structured organic reaction records. Task: describe an organic reaction: reactants, conditions, products, and yield Starting materials: CCCCCC(CCC1=CCCC1=O)OC(C)=O, CO, [Na+], [OH-], OO. The product is CCCCCC(CCC12OC1CCC2=O)OC(C)=O. As a reaction SMILES: [C:1]([CH3:2])(=[O:3])[O:4][CH:5]([CH2:6][CH2:7][C:8]1=[CH:12][CH2:11][CH2:10][C:9]1=[O:13])[CH2:14][CH2:15][CH2:16][CH2:17][CH3:18].[CH3:23][OH:24].[Na+:22].[OH-:21].[OH:19][OH:20]>>[C:1]([CH3:2])(=[O:3])[O:4][CH:5]([CH2:6][CH2:7][C:8]12[C:9](=[O:13])[CH2:10][CH2:11][CH:12]1[O:19]2)[CH2:14][CH2:15][CH2:16][CH2:17][CH3:18]. The reactants are S(=O)(=O)(O)[O-].[K+] (potassium hydrogensulfate), NS(=O)(=O)C=1C=C(C(=O)O)C=CC1 (3-aminosulfonylbenzoic acid), Cl.CN(CCCN=C=NCC)C (1-(3-dimethylaminopropyl)-3-ethylcarbodiimide hydrochloride), ON1N=NC2=C1C=CC=C2 (1-hydroxybenzotriazole), Cl.CNOC (N,O-dimethylhydroxylamine hydrochloride). Run in C(C)(=O)OCC (ethyl acetate), C(C)N(CC)CC (triethylamine), CN(C=O)C (N,N-dimethylformamide). Reaction conditions: time 12 hour. Product: NC1=CC=C(C=C1)C(CC)=NO (1-(4-aminophenyl)propan-1-on oxime), Cl.NS(=O)(=O)C=1C=C(C=CC1)C(CC)N (1-(3-aminosulfonylphenyl)propylamine Hydrochloride). Reaction SMILES: [NH2:1][S:2]([C:5]1[CH:6]=[C:7]([CH:11]=[CH:12][CH:13]=1)C(O)=O)(=[O:4])=[O:3].[ClH:14].CN(C)[CH2:17][CH2:18][CH2:19][N:20]=C=NCC.O[N:27]1[C:31]2[CH:32]=[CH:33][CH:34]=[CH:35][C:30]=2N=N1.Cl.CNOC.S([O-])(O)(=O)=O.[K+]>C(OCC)(=O)C.C(N(CC)CC)C.CN(C)C=O>[NH2:27][C:31]1[CH:32]=[CH:33][C:34]([C:19](=[N:20][OH:3])[CH2:18][CH3:17])=[CH:35][CH:30]=1.[ClH:14].[NH2:1][S:2]([C:5]1[CH:13]=[C:12]([CH:19]([NH2:20])[CH2:18][CH3:17])[CH:11]=[CH:7][CH:6]=1)(=[O:4])=[O:3] |f:1.2,4.5,6.7,12.13|. Reported procedure: To 3-aminosulfonylbenzoic acid (4.0 g), N,N-dimethylformamide (53 ml), 1-(3-dimethylaminopropyl)-3-ethylcarbodiimide hydrochloride (3.8 g), 1-hydroxybenzotriazole (2.7 g), N,O-dimethylhydroxylamine hydrochloride (1.9 g), and triethylamine (2.8 ml) were added under ice cooling and the mixture was stirred at room temperature for 12 hours. A potassium hydrogensulfate aqueous solution and ethyl acetate were added to the reaction solution and the mixture was separated. The aqueous layer was extracted...